This data is from the Open Reaction Database (ORD), a public repository of structured organic reaction records. The task is: describe an organic reaction: reactants, conditions, products, and yield Reactants: O=C1NC(=O)c2ccccc21, CC(=O)Oc1ccc2cc(CBr)c(=O)oc2c1, [K], CN(C)C=O. Yields the product CC(=O)Oc1ccc2cc(CN3C(=O)c4ccccc4C3=O)c(=O)oc2c1. RXN SMILES: [C:18]1(=[O:28])[c:19]2[c:20]([cH:24][cH:25][cH:26][cH:27]2)[C:21](=[O:23])[NH:22]1.[C:1]([CH3:2])(=[O:3])[O:4][c:5]1[cH:6][cH:7][c:8]2[cH:9][c:10]([CH2:16][Br:17])[c:11](=[O:15])[o:12][c:13]2[cH:14]1.[K:29].[O:30]=[CH:31][N:32]([CH3:33])[CH3:34]>>[C:1]([CH3:2])(=[O:3])[O:4][c:5]1[cH:6][cH:7][c:8]2[cH:9][c:10]([CH2:16][N:22]3[C:18](=[O:28])[c:19]4[c:20]([cH:24][cH:25][cH:26][cH:27]4)[C:21]3=[O:23])[c:11](=[O:15])[o:12][c:13]2[cH:14]1. Starting materials: S1C(=CC=C1)C=CC(=O)NC1=C(C(=O)OCC)C=CC=C1 (Ethyl 2-[3-(2-thienyl)acrylamido]benzoate), [OH-].[Na+] (NaOH). Solvent: CO (methanol), CO (methanol). Product: S1C(=CC=C1)C=CC(=O)NC1=C(C(=O)O)C=CC=C1 (2-[3-(2-thienyl)acrylamido]benzoic acid). The yield is 91.5%. As a reaction SMILES: [S:1]1[CH:5]=[CH:4][CH:3]=[C:2]1[CH:6]=[CH:7][C:8]([NH:10][C:11]1[CH:21]=[CH:20][CH:19]=[CH:18][C:12]=1[C:13]([O:15]CC)=[O:14])=[O:9].[OH-].[Na+]>CO>[S:1]1[CH:5]=[CH:4][CH:3]=[C:2]1[CH:6]=[CH:7][C:8]([NH:10][C:11]1[CH:21]=[CH:20][CH:19]=[CH:18][C:12]=1[C:13]([OH:15])=[O:14])=[O:9] |f:1.2|. Reported procedure: Ethyl 2-[3-(2-thienyl)acrylamido]benzoate (150 mg, 0.50 mmol) prepared in Example 2 was dissolved in methanol (3 ml) while warming, and 1N-aqueous NaOH (1.8 ml, 1.80 mmol) was added dropwide under stirring. The mixture was stirred at 70° C. for 1 hour. After the reaction, methanol was removed, and the residue was treated with water under ice cooling and acidified (to pH 4) with 10% HCl. The precipitated solid were collected on a filter, washed with water, and dried to give white solids of the ti...